This data is from the Open Reaction Database (ORD), a public repository of structured organic reaction records. The task is: describe an organic reaction: reactants, conditions, products, and yield Reactants: NC1=CC=C(C=C1)O (4-Amino-phenol), [H-].[Na+] (NaH), [H][H] (hydrogen), ClC1=NC=NC(=C1)C(F)(F)F (4-chloro-6-trifluoromethyl-pyrimidine). The solvent is O1CCOCC1 (dioxane), O1CCOCC1 (dioxane). Conditions: temperature 62.5 celsius. The product is FC(C1=CC(=NC=N1)OC1=CC=C(C=C1)N)(F)F (4-(6-Trifluoromethyl-pyrimidin-4-yloxy)-phenylamine). As a reaction SMILES: [NH2:1][C:2]1[CH:7]=[CH:6][C:5]([OH:8])=[CH:4][CH:3]=1.[H-].[Na+].[H][H].Cl[C:14]1[CH:19]=[C:18]([C:20]([F:23])([F:22])[F:21])[N:17]=[CH:16][N:15]=1>O1CCOCC1>[F:21][C:20]([F:23])([F:22])[C:18]1[N:17]=[CH:16][N:15]=[C:14]([O:8][C:5]2[CH:6]=[CH:7][C:2]([NH2:1])=[CH:3][CH:4]=2)[CH:19]=1 |f:1.2|. Procedure details: 4-Amino-phenol (1.2 g, 10.9 mmol) is added in one portion to a suspension of NaH (60% free-flowing powder moistened with oil, 0.48 g, 12.0 mmol, 1.1 equiv) in dioxane abs. (18 mL), under an argon atmosphere. When hydrogen evolution subsides, a solution of 4-chloro-6-trifluoromethyl-pyrimidine (2.0 g, 10.9 mmol) in dioxane (2.0 mL) is added. The resulting dark mixture is heated to 60-65° C. (oil bath temperature) for 40 min, allowed to cool to rt, quenched by addition of MeOH and concentrated in ... Starting materials: O (water), NC=1C=C(C(=O)OCC)C=CC1 (ethyl 3-aminobenzoate), C(O)([O-])=O.[Na+] (sodium hydrogen carbonate), CS(=O)(=O)Cl (methanesulphonyl chloride). Run in O1CCOCC1 (1,4-dioxane). Run at time 5 day. The product is CS(=O)(=O)NC=1C=C(C(=O)OCC)C=CC1 (Ethyl 3-[(methylsulfonyl)amino]benzoate). The yield is 81.5%. As a reaction SMILES: [NH2:1][C:2]1[CH:3]=[C:4]([CH:10]=[CH:11][CH:12]=1)[C:5]([O:7][CH2:8][CH3:9])=[O:6].C(=O)([O-])O.[Na+].[CH3:18][S:19](Cl)(=[O:21])=[O:20].O>O1CCOCC1>[CH3:18][S:19]([NH:1][C:2]1[CH:3]=[C:4]([CH:10]=[CH:11][CH:12]=1)[C:5]([O:7][CH2:8][CH3:9])=[O:6])(=[O:21])=[O:20] |f:1.2|. Procedure details: To a solution of ethyl 3-aminobenzoate (2.0 g, 12.1 mmol) and sodium hydrogen carbonate (1.2 g, 14.5 mmol) in 1,4-dioxane (24 ml) was added methanesulphonyl chloride (2.3 ml, 30.3 mmol). The mixture was stirred at room temperature for 3 h, before addition of water (10 ml), and the reaction mixture was stirred for a further 5 days. The mixture was partitioned between ethyl acetate and hydrochloric acid (2M) and the organic phase was separated, washed with brine, dried (MgSO4) and concentrated in ... The reactants are C1(=CC=CC=C1)OC (anisole), C1=C(C=CC2=CC=CC=C12)C(=O)Cl (2-naphthoyl chloride), FC(S(=O)(=O)[O-])(F)F.[Yb+3].FC(S(=O)(=O)[O-])(F)F.FC(S(=O)(=O)[O-])(F)F (ytterbium(III) trifluoromethanesulfonate). Solvent: [N+](=O)([O-])C (nitromethane). Reaction conditions: temperature 60 celsius, time 8 hour. Product: C1=C(C=CC2=CC=CC=C12)C(=O)C1=CC=C(C=C1)OC (4-Methoxyphenyl 2-naphthyl ketone). Yield: 31.2%. RXN SMILES: [C:1]1([O:7][CH3:8])[CH:6]=[CH:5][CH:4]=[CH:3][CH:2]=1.[CH:9]1[C:18]2[C:13](=[CH:14][CH:15]=[CH:16][CH:17]=2)[CH:12]=[CH:11][C:10]=1[C:19](Cl)=[O:20].FC(F)(F)S([O-])(=O)=O.[Yb+3].FC(F)(F)S([O-])(=O)=O.FC(F)(F)S([O-])(=O)=O>[N+](C)([O-])=O>[CH:9]1[C:18]2[C:13](=[CH:14][CH:15]=[CH:16][CH:17]=2)[CH:12]=[CH:11][C:10]=1[C:19]([C:4]1[CH:5]=[CH:6][C:1]([O:7][CH3:8])=[CH:2][CH:3]=1)=[O:20] |f:2.3.4.5|. Reported procedure: To commercially available nitromethane (10 ml) were added commercially available anisole (1.081 g), commercially available 2-naphthoyl chloride (1.906 g) and commercially available ytterbium(III) trifluoromethanesulfonate (620 mg), and the admixture was stirred at 60° C. for 8 hours. The reaction mixture was partitioned between water and chloroform, and the chloroform layer was then dried with anhydrous magnesium sulfate. After removing the solvent by reduced-pressure distillation, the resulting... Reactants: N1(CCCCCC1)C(=O)N[C@H](C(=O)O)CC(C)C ((S)-2-[(Azepane-1-carbonyl)-amino]-4-methyl-pentanoic acid), COC([C@H](CC1=CC=C(C=C1)OC(C)(C)C)N)=O (2(S)-amino-3-(4-tert-butoxy-phenyl)-propionic acid methyl ester). The solvent is C(C)(=O)OCC.CCCCCC (ethyl acetate hexane). Product: COC(C(CC1=CC=C(C=C1)OC(C)(C)C)NC(C(CC(C)C)NC(=O)N1CCCCCC1)=O)=O (2-{2-[(Azepane-1-carbonyl)-amino]-4-methyl-pentanoylamino}-3-(4-tert-butoxy-phenyl)-propionic acid methyl ester). The yield is 81.2%. Reaction SMILES: [N:1]1([C:8]([NH:10][C@@H:11]([CH2:15][CH:16]([CH3:18])[CH3:17])[C:12]([OH:14])=O)=[O:9])[CH2:7][CH2:6][CH2:5][CH2:4][CH2:3][CH2:2]1.[CH3:19][O:20][C:21](=[O:36])[C@@H:22]([NH2:35])[CH2:23][C:24]1[CH:29]=[CH:28][C:27]([O:30][C:31]([CH3:34])([CH3:33])[CH3:32])=[CH:26][CH:25]=1>C(OCC)(=O)C.CCCCCC>[CH3:19][O:20][C:21](=[O:36])[CH:22]([NH:35][C:12](=[O:14])[CH:11]([NH:10][C:8]([N:1]1[CH2:2][CH2:3][CH2:4][CH2:5][CH2:6][CH2:7]1)=[O:9])[CH2:15][CH:16]([CH3:18])[CH3:17])[CH2:23][C:24]1[CH:29]=[CH:28][C:27]([O:30][C:31]([CH3:32])([CH3:33])[CH3:34])=[CH:26][CH:25]=1 |f:2.3|. Reported procedure: A solution of the product from Example Z (2(S)-[(azepane-1-carbonyl)-amino]-4-methyl-pentanoic acid) (0.20 g, 0.78 mmol) and 2(S)-amino-3-(4-tert-butoxy-phenyl)-propionic acid methyl ester (Bachem, 0.247 g, 0.86 mmol) were coupled according to the procedure described in Example 42. The residue was passed through a plug of silica gel eluting with 70% ethyl acetate/hexane. The material obtained was purified by crystallization from hot hexane/ethyl acetate to give the title compound as a white soli... The reactants are C(C1=CC=CC=C1)OC1=CC=C(C=C1)OCC(F)(F)F (1-benzyloxy-4-(2,2,2-trifluoroethoxy)benzene). The reagents and catalysts are [Pd] (palladium). The solvent is CO (methanol). Yields the product FC(COC1=CC=C(C=C1)O)(F)F (4-(2,2,2-Trifluoroethoxy)phenol). As a reaction SMILES: C([O:8][C:9]1[CH:14]=[CH:13][C:12]([O:15][CH2:16][C:17]([F:20])([F:19])[F:18])=[CH:11][CH:10]=1)C1C=CC=CC=1>CO.[Pd]>[F:18][C:17]([F:19])([F:20])[CH2:16][O:15][C:12]1[CH:11]=[CH:10][C:9]([OH:8])=[CH:14][CH:13]=1. Procedure: A solution of 1-benzyloxy-4-(2,2,2-trifluoroethoxy)benzene (Description 18, 5 g) and palladium (10% on carbon; 0.1 g) in methanol (50 ml) was hydrogenated at 50 psi for 12 h. The solution was filtered and the solvent removed in vacuo to give the title compound as a colourless solid m.p. 60-64° C. The reactants are O=C([O-])[O-], CCCCS(=O)(=O)Oc1ccc(CCCc2ccc(CCC(=O)OC)c(O)c2)cc1OC, CCC(C)=O, COc1cccc(CCl)c1, [K+], [K+], O. Product: CCCCS(=O)(=O)Oc1ccc(CCCc2ccc(CCC(=O)OC)c(OCc3cccc(OC)c3)c2)cc1OC. Reaction SMILES: [C:43](=[O:44])([O-:45])[O-:46].[CH2:11]([CH2:12][CH2:13][CH3:14])[S:15](=[O:16])(=[O:17])[O:18][c:19]1[c:20]([O:41][CH3:42])[cH:21][c:22]([CH2:25][CH2:26][CH2:27][c:28]2[cH:29][c:30]([OH:40])[c:31]([CH2:34][CH2:35][C:36](=[O:37])[O:38][CH3:39])[cH:32][cH:33]2)[cH:23][cH:24]1.[CH2:50]([C:51]([CH3:52])=[O:53])[CH3:54].[CH3:1][O:2][c:3]1[cH:4][c:5]([CH2:6][Cl:7])[cH:8][cH:9][cH:10]1.[K+:47].[K+:48].[OH2:49]>>[CH3:1][O:2][c:3]1[cH:4][c:5]([CH2:6][O:40][c:30]2[cH:29][c:28]([CH2:27][CH2:26][CH2:25][c:22]3[cH:21][c:20]([O:41][CH3:42])[c:19]([O:18][S:15]([CH2:11][CH2:12][CH2:13][CH3:14])(=[O:16])=[O:17])[cH:24][cH:23]3)[cH:33][cH:32][c:31]2[CH2:34][CH2:35][C:36](=[O:37])[O:38][CH3:39])[cH:8][cH:9][cH:10]1. The reactants are [BH4-], CCB(CC)CC, C1CCOC1, CO, COC(=O)CC(O)CC(=O)C=Cc1c(C)cc(C)cc1-c1ccc(F)c(CO[Si](C)(C)C(C)(C)C)c1, N#N, [Na+]. Product: COC(=O)CC(O)CC(O)C=Cc1c(C)cc(C)cc1-c1ccc(F)c(CO[Si](C)(C)C(C)(C)C)c1. RXN SMILES: [BH4-:46].[CH2:37]([B:38]([CH2:39][CH3:40])[CH2:41][CH3:42])[CH3:43].[CH2:48]1[O:49][CH2:50][CH2:51][CH2:52]1.[CH3:53][OH:54].[F:1][c:2]1[c:3]([CH2:28][O:29][Si:30]([CH3:31])([CH3:32])[C:33]([CH3:34])([CH3:35])[CH3:36])[cH:4][c:5](-[c:8]2[c:9]([CH:16]=[CH:17][C:18]([CH2:19][CH:20]([CH2:21][C:22](=[O:23])[O:24][CH3:25])[OH:26])=[O:27])[c:10]([CH3:15])[cH:11][c:12]([CH3:14])[cH:13]2)[cH:6][cH:7]1.[N:44]#[N:45].[Na+:47]>>[F:1][c:2]1[c:3]([CH2:28][O:29][Si:30]([CH3:31])([CH3:32])[C:33]([CH3:34])([CH3:35])[CH3:36])[cH:4][c:5](-[c:8]2[c:9]([CH:16]=[CH:17][CH:18]([CH2:19][CH:20]([CH2:21][C:22](=[O:23])[O:24][CH3:25])[OH:26])[OH:27])[c:10]([CH3:15])[cH:11][c:12]([CH3:14])[cH:13]2)[cH:6][cH:7]1. The reactants are C(C#CC)OC1=CC=C(C=C1)C[C@@H](C(=O)OC)NC(=O)[C@H]([C@](C(=O)O)(CCO)O)\C=C\CCCCCCC(CCCCCCC)=O ((E)-(2S,3S)-3-[(S)-2-(4-but-2-ynyloxy-phenyl)-1-methoxycarbonyl-ethylcarbamoyl]-2-hydroxy-2-(2-hydroxy-ethyl)-12-oxo-nonadec-4-enoic acid), ClCCl.FC(C(=O)O)(F)F (dichloromethane trifluoroacetic acid). Conditions: time 1 hour. Product: C(C#CC)OC1=CC=C(C=C1)C[C@@H](C(=O)OC)NC([C@@H](\C=C\CCCCCCC(CCCCCCC)=O)[C@@]1(C(OCC1)=O)O)=O (Methyl (S)-3-(4-but-2-ynyloxy-phenyl)-2-[(E)-(S)-2-((S)-3-hydroxy-2-oxo-tetrahydrofuran-3-yl)-11-oxo-octadec-3-enoylamino]-propionate). The yield is 56.0%. RXN SMILES: [CH2:1]([O:5][C:6]1[CH:11]=[CH:10][C:9]([CH2:12][C@H:13]([NH:18][C:19]([C@@H:21](/[CH:30]=[CH:31]/[CH2:32][CH2:33][CH2:34][CH2:35][CH2:36][CH2:37][C:38](=[O:46])[CH2:39][CH2:40][CH2:41][CH2:42][CH2:43][CH2:44][CH3:45])[C@@:22]([OH:29])([CH2:26][CH2:27][OH:28])[C:23]([OH:25])=O)=[O:20])[C:14]([O:16][CH3:17])=[O:15])=[CH:8][CH:7]=1)[C:2]#[C:3][CH3:4].ClCCl.FC(F)(F)C(O)=O>>[CH2:1]([O:5][C:6]1[CH:7]=[CH:8][C:9]([CH2:12][C@H:13]([NH:18][C:19](=[O:20])[C@H:21]([C@@:22]2([OH:29])[CH2:26][CH2:27][O:28][C:23]2=[O:25])/[CH:30]=[CH:31]/[CH2:32][CH2:33][CH2:34][CH2:35][CH2:36][CH2:37][C:38](=[O:46])[CH2:39][CH2:40][CH2:41][CH2:42][CH2:43][CH2:44][CH3:45])[C:14]([O:16][CH3:17])=[O:15])=[CH:10][CH:11]=1)[C:2]#[C:3][CH3:4] |f:1.2|. Procedure: To No. 5214357, (E)-(2S,3S)-3-[(S)-2-(4-but-2-ynyloxy-phenyl)-1-methoxycarbonyl-ethylcarbamoyl]-2-hydroxy-2-(2-hydroxy-ethyl)-12-oxo-nonadec-4-enoic acid (20 mg, 0.0310 mmol) was added a mixture of dichloromethane/trifluoroacetic acid (9/1, v/v, 2 mL) and the mixture was stirred at room temperature for 1 hour. After confirming the consumption of the starting materials by LCMS, the organic solvent was distilled off under reduced pressure. The resulting residue was purified by preparative HPLC and... Starting materials: ClC1=C(C(=CC=C1F)Cl)C(C)C1=CNC2=NC=C(C=C21)C=2CCNCC2 (3-[1-(2,6-dichloro-3-fluorophenyl)ethyl]-5-(1,2,3,6-tetrahydropyridin-4-yl)-1H-pyrrolo[2,3-b]pyridine), S(=O)(=O)(N)N (sulfamide). Run in O1CCOCC1 (dioxane). Run at temperature 90 celsius. Yields the product ClC1=C(C(=CC=C1F)Cl)C(C)C1=CNC2=NC=C(C=C21)C=2CCN(CC2)S(=O)(=O)N (4-{3-[1-(2,6-Dichloro-3-fluorophenyl)ethyl]-1H-pyrrolo[2,3-b]pyridin-5-yl}-3,6-dihydro-2H-pyridine-1-sulfonic acid amide). RXN SMILES: [Cl:1][C:2]1[C:7]([F:8])=[CH:6][CH:5]=[C:4]([Cl:9])[C:3]=1[CH:10]([C:12]1[C:20]2[C:15](=[N:16][CH:17]=[C:18]([C:21]3[CH2:22][CH2:23][NH:24][CH2:25][CH:26]=3)[CH:19]=2)[NH:14][CH:13]=1)[CH3:11].[S:27](N)([NH2:30])(=[O:29])=[O:28]>O1CCOCC1>[Cl:1][C:2]1[C:7]([F:8])=[CH:6][CH:5]=[C:4]([Cl:9])[C:3]=1[CH:10]([C:12]1[C:20]2[C:15](=[N:16][CH:17]=[C:18]([C:21]3[CH2:22][CH2:23][N:24]([S:27]([NH2:30])(=[O:29])=[O:28])[CH2:25][CH:26]=3)[CH:19]=2)[NH:14][CH:13]=1)[CH3:11]. Procedure: A mixture of 3-[1-(2,6-dichloro-3-fluorophenyl)ethyl]-5-(1,2,3,6-tetrahydropyridin-4-yl)-1H-pyrrolo[2,3-b]pyridine (10.0 mg, 0.0256 mmol), sulfamide (4.92 mg, 0.0512 mmol) and dioxane (2 mL) was heated to 90° C. for 16 h in a sealed tube. The solution was concentrated in vacuo, redissolved in MeOH and purified via HPLC. The fractions containing the pure product were concentrated in vacuo to afford the title compound as a white solid. 1H NMR (400 MHz, CD3OD): δ=1.87 (d, J=7.1 Hz, 3 H), 2.40-2.60 ... The reactants are C(C)(C)(C)OC(=O)N(CCCCC(N(CCCCC(N(CCCCC#N)OCC1=CC=CC=C1)=O)OCC1=CC=CC=C1)=O)OCC1=CC=CC=C1 (18-(tert-Butoxycarbonyl)-6,12,18-tris(benzyloxy)-7,13-dioxo-6,12,18-triazaoctadecanenitrile), C(=O)(C(F)(F)F)O (TFA), C(C1=CC=CC=C1)ON(CCCCC#N)C(CCCCNOCC1=CC=CC=C1)=O (6,12-Bis(benzyloxy)-7-oxo-6,12-diazadodecanenitrile). The solvent is C(Cl)Cl (CH2Cl2). The product is C(C1=CC=CC=C1)ON(CCCCC#N)C(CCCCN(C(CCCCNOCC1=CC=CC=C1)=O)OCC1=CC=CC=C1)=O (6,12,18-Tris(benzyloxy)-7,13-dioxo-6,12,18-triazaoctadecanenitrile). Isolated yield 57.1%. Reaction SMILES: C(OC([N:8]([O:45][CH2:46][C:47]1[CH:52]=[CH:51][CH:50]=[CH:49][CH:48]=1)[CH2:9][CH2:10][CH2:11][CH2:12][C:13](=[O:44])[N:14]([O:36][CH2:37][C:38]1[CH:43]=[CH:42][CH:41]=[CH:40][CH:39]=1)[CH2:15][CH2:16][CH2:17][CH2:18][C:19](=[O:35])[N:20]([O:27][CH2:28][C:29]1[CH:34]=[CH:33][CH:32]=[CH:31][CH:30]=1)[CH2:21][CH2:22][CH2:23][CH2:24][C:25]#[N:26])=O)(C)(C)C.C(O)(C(F)(F)F)=O.C(ON(C(=O)CCCCNOCC1C=CC=CC=1)CCCCC#N)C1C=CC=CC=1>C(Cl)Cl>[CH2:28]([O:27][N:20]([C:19](=[O:35])[CH2:18][CH2:17][CH2:16][CH2:15][N:14]([O:36][CH2:37][C:38]1[CH:43]=[CH:42][CH:41]=[CH:40][CH:39]=1)[C:13](=[O:44])[CH2:12][CH2:11][CH2:10][CH2:9][NH:8][O:45][CH2:46][C:47]1[CH:52]=[CH:51][CH:50]=[CH:49][CH:48]=1)[CH2:21][CH2:22][CH2:23][CH2:24][C:25]#[N:26])[C:29]1[CH:30]=[CH:31][CH:32]=[CH:33][CH:34]=1. Procedure details: Compound (7) (2.85 g, 3.99 mmol) in CH2Cl2 was treated with excess TFA following the procedure used for (5). Silica gel column chromatography, eluting with 3:2 EtOAc/hexane gave 1.4 g (57%) of (8) as an oil: NMR δ 1.43-1.83 (m, 12 H), 2.20-2.50 (m, 6 H), 2.90 (t, 2 H, J=6), 3.60 (t, 4 H, J=6), 4.63 (s, 2 H), 4.75 (s, 4 H), 7.28 (s, 5 H) , 7.33 (s, 10 H). Anal. (C36H46N4O5) C, H, N.